This data is from the Open Reaction Database (ORD), a public repository of structured organic reaction records. The task is: describe an organic reaction: reactants, conditions, products, and yield Reactants: ClCC=1SC2=NC=CC=C2N1 (2-(chloromethyl)[1,3]thiazolo[5,4-b]pyridine), CC(OCC)=O (EA), N1(CCNCC1)C1=C(C#N)C=CC=N1 (2-(1-piperazinyl)nicotinonitrile), D1. The product is N1=C(SC2=NC=CC=C21)CN2CCN(CC2)C2=C(C#N)C=CC=N2 (2-[4-([1,3]thiazolo[5,4-b]pyridin-2-ylmethyl)-1-piperazinyl]nicotinonitrile). RXN SMILES: Cl[CH2:2][C:3]1[S:4][C:5]2[C:10]([N:11]=1)=[CH:9][CH:8]=[CH:7][N:6]=2.[N:12]1([C:18]2[N:25]=[CH:24][CH:23]=[CH:22][C:19]=2[C:20]#[N:21])[CH2:17][CH2:16][NH:15][CH2:14][CH2:13]1.CC(=O)OCC>>[N:11]1[C:10]2[C:5](=[N:6][CH:7]=[CH:8][CH:9]=2)[S:4][C:3]=1[CH2:2][N:15]1[CH2:16][CH2:17][N:12]([C:18]2[N:25]=[CH:24][CH:23]=[CH:22][C:19]=2[C:20]#[N:21])[CH2:13][CH2:14]1. Procedure details: The product from Example 38A (150 mg, 0.81 mmol), 2-(1-piperazinyl)nicotinonitrile (160 mg, 0.98 mmol), and D1 EA (280 μL, 1.6 mmol) were processed as described in Example 38B to provide the title compound. 1H NMR (300 MHz, DMSO-d6) δ 2.75 (m, 4H) 3.68 (m, 4H) 4.07 (s, 2H) 6.94 (m, 1H) 7.56 (m, 1H) 8.08 (dd, J=7.80, 2.03 Hz, 1H) 8.33 (dd, J=8.31, 1.53 Hz, 1H) 8.42 (dd, J=4.75, 1.70 Hz, 1H) 8.60 (dd, J=4.58, 1.53 Hz, 1H); (ESI) m/z 337 (M+H)+. Starting materials: ClC(CO)(Cl)Cl (2,2,2-trichloroethanol), ClC=1C=CC(=C(C(=O)O)C1)C=1C=C2C=CC=NC2=CC1 (5-chloro-2-(quinolin-6-yl)benzoic acid), TEA, C=1C=CC(=CC1)P(=O)(C=2C=CC=CC2)N=[N+]=[N-] (DPPA), O1CCOCC1 (1,4-dioxane). Run in [Cl-].[Na+].O (brine). Reaction conditions: time 30 minute. Yields the product ClC=1C=CC(=C(C1)NC(OCC(Cl)(Cl)Cl)=O)C=1C=C2C=CC=NC2=CC1 (2,2,2-trichloroethyl 5-chloro-2-(quinolin-6-yl)phenylcarbamate). Yield: 82.0%. As a reaction SMILES: [Cl:1][C:2]1[CH:3]=[CH:4][C:5]([C:11]2[CH:12]=[C:13]3[C:18](=[CH:19][CH:20]=2)[N:17]=[CH:16][CH:15]=[CH:14]3)=[C:6]([CH:10]=1)C(O)=O.C1C=CC(P([N:35]=[N+]=[N-])(C2C=CC=CC=2)=O)=CC=1.[Cl:38][C:39]([Cl:43])([Cl:42])[CH2:40][OH:41].[O:44]1[CH2:49]COCC1>[Cl-].[Na+].O>[Cl:1][C:2]1[CH:3]=[CH:4][C:5]([C:11]2[CH:12]=[C:13]3[C:18](=[CH:19][CH:20]=2)[N:17]=[CH:16][CH:15]=[CH:14]3)=[C:6]([NH:35][C:49](=[O:44])[O:41][CH2:40][C:39]([Cl:43])([Cl:42])[Cl:38])[CH:10]=1 |f:4.5.6|. Reported procedure: To a stirring solution of 5-chloro-2-(quinolin-6-yl)benzoic acid (0.201 g, 0.708 mmol) and TEA (0.148 ml, 1.06 mmol) in 1,4-dioxane (10 ml) at RT, was added DPPA (0.191 ml, 0.244 mmol). After stirring for 30 min at RT, 2,2,2-trichloroethanol (0.680 ml, 7.08 mmol) was added and the reaction was stirred with heating at 100° C. for 2 h. The completed reaction was diluted with brine (10 ml) and extracted with EtOAc (3×25 ml). The combined organics were washed with 5% citric acid (10 ml), sat'd. NaHC...